Dataset: the Open Reaction Database (ORD), a public repository of structured organic reaction records. Task: describe an organic reaction: reactants, conditions, products, and yield The reactants are CCNC(=O)Nc1ccc(-c2nc3c(c(N4CCOCC4)n2)CCNC3)cc1, CN(C)C=O, CCN(C(C)C)C(C)C, Clc1cc(C2CC2)ncn1. Product: CCNC(=O)Nc1ccc(-c2nc3c(c(N4CCOCC4)n2)CCN(c2cc(C4CC4)ncn2)C3)cc1. As a reaction SMILES: [CH2:1]([CH3:2])[NH:3][C:4](=[O:5])[NH:6][c:7]1[cH:8][cH:9][c:10](-[c:13]2[n:14][c:15]([N:23]3[CH2:24][CH2:25][O:26][CH2:27][CH2:28]3)[c:16]3[c:17]([n:18]2)[CH2:19][NH:20][CH2:21][CH2:22]3)[cH:11][cH:12]1.[CH3:48][N:49]([CH3:50])[CH:51]=[O:52].[CH:39]([N:40]([CH2:41][CH3:42])[CH:43]([CH3:44])[CH3:45])([CH3:46])[CH3:47].[Cl:29][c:30]1[n:31][cH:32][n:33][c:34]([CH:36]2[CH2:37][CH2:38]2)[cH:35]1>>[CH2:1]([CH3:2])[NH:3][C:4](=[O:5])[NH:6][c:7]1[cH:8][cH:9][c:10](-[c:13]2[n:14][c:15]([N:23]3[CH2:24][CH2:25][O:26][CH2:27][CH2:28]3)[c:16]3[c:17]([n:18]2)[CH2:19][N:20]([c:30]2[n:31][cH:32][n:33][c:34]([CH:36]4[CH2:37][CH2:38]4)[cH:35]2)[CH2:21][CH2:22]3)[cH:11][cH:12]1. Product: C(C)C1=C(C=O)C(=CC=C1OC1=CC=CC=C1)CC (2,6-Diethyl-3-phenoxy-benzaldehyde). Reaction SMILES: [CH2:1]([C:3]1[C:10]([OH:11])=[CH:9][CH:8]=[C:7]([CH2:12][CH3:13])[C:4]=1[CH:5]=[O:6])[CH3:2].[C:14]1(B(O)O)[CH:19]=[CH:18][CH:17]=[CH:16][CH:15]=1>>[CH2:1]([C:3]1[C:10]([O:11][C:14]2[CH:19]=[CH:18][CH:17]=[CH:16][CH:15]=2)=[CH:9][CH:8]=[C:7]([CH2:12][CH3:13])[C:4]=1[CH:5]=[O:6])[CH3:2]. The reactants are C(C)C1=C(C=O)C(=CC=C1O)CC (2,6-diethyl-3-hydroxy-benzaldehyde), C1(=CC=CC=C1)B(O)O (phenylboronic acid). Procedure details: 2,6-Diethyl-3-phenoxy-benzaldehyde was prepared from 2,6-diethyl-3-hydroxy-benzaldehyde and phenylboronic acid in analogy to Example 219a): yellow oil; 1H-NMR (CDCl3): 1.20 (3H, t, CH3), 1.25 (3H, t, CH3), 2.93 (2H, q, CH2), 2.98 (2H, q, CH2), 6.91 (2H, d, 2×ArH), 7.00-7.10 (3H, m, 3×ArH), 7.28-7.38 (2H, m, 2×ArH), 10.6 (1H, s, CHO). Starting materials: CC=1C(=C(C2=CC=C(C=C2C1)OC)OC1=CC=C(C=C1)[N+](=O)[O-])C1=CC=CC=C1 (3-methyl-6-(methyloxy)-1-[(4-nitrophenyl)oxy]-2-phenylnaphthalene). Reagents/catalysts: O=[Pt]=O (PtO2). Solvent: CCO (EtOH). Conditions: time 1.5 hour. The product is CC=1C(=C(C2=CC=C(C=C2C1)OC)OC1=CC=C(N)C=C1)C1=CC=CC=C1 (4-{[3-methyl-6-(methyloxy)-2-phenyl-1-naphthalenyl]oxy}aniline). Isolated yield 100.1%. Reaction SMILES: [CH3:1][C:2]1[C:3]([C:24]2[CH:29]=[CH:28][CH:27]=[CH:26][CH:25]=2)=[C:4]([O:14][C:15]2[CH:20]=[CH:19][C:18]([N+:21]([O-])=O)=[CH:17][CH:16]=2)[C:5]2[C:10]([CH:11]=1)=[CH:9][C:8]([O:12][CH3:13])=[CH:7][CH:6]=2>CCO.O=[Pt]=O>[CH3:1][C:2]1[C:3]([C:24]2[CH:29]=[CH:28][CH:27]=[CH:26][CH:25]=2)=[C:4]([O:14][C:15]2[CH:20]=[CH:19][C:18]([NH2:21])=[CH:17][CH:16]=2)[C:5]2[C:10]([CH:11]=1)=[CH:9][C:8]([O:12][CH3:13])=[CH:7][CH:6]=2. Procedure: PtO2 (10 mg) was added to a solution of 28 (490 mg, 1.27 mmol, 1 equiv) in EtOH (5 mL). The reaction mixture was stirred under an atmosphere of H2 (50 psi) for 1.5 h. The mixture was then filtered thru a pad of celite and concentration down to provide compound 29 (452 mg, 100%) as a clear oil. 1HNMR (400 MHz, DMSO-d6): δ 7.61 (m, 2H), 7.32-7.23 (m, 4H), 7.16 (m, 2H), 7.02 (m, 1H), 6.32-6.26 (m, 4H), 5.74 (br s, 2H), 3.85 (s, 3H), 2.14 (s, 3H). MS m/z 356.2 (M+H)+. Reactants: BrC1=CC=C(CO)C=C1 (4-bromobenzyl alcohol), N1C=NC=C1 (imidazole), [Si](C)(C)(C(C)(C)C)Cl (t-butyldimethylsilyl chloride), CN(C)C=O (DMF). Run in O (water). Conditions: time 8 hour. Product: BrC1=CC(=CC=C1)CO[Si](C)(C)C(C)(C)C (4bromo-2-t-butyldimethylsilyloxymethylbenzene). The yield is 62.0%. Reaction SMILES: [Br:1][C:2]1[CH:9]=[CH:8][C:5](CO)=[CH:4][CH:3]=1.N1C=CN=C1.[Si:15](Cl)([C:18]([CH3:21])([CH3:20])[CH3:19])([CH3:17])[CH3:16].CN([CH:26]=[O:27])C>O>[Br:1][C:2]1[CH:9]=[CH:8][CH:5]=[C:4]([CH2:26][O:27][Si:15]([C:18]([CH3:21])([CH3:20])[CH3:19])([CH3:17])[CH3:16])[CH:3]=1. Reported procedure: To a 1-L round-bottomed flask were added 4-bromobenzyl alcohol (100.0 g, 0.53 mol), imidazole (91.0 g, 1.34 mol), t-butyldimethylsilyl chloride (TBDMS-Cl) (96.5 g, 0.64 mol), and DMF 100 mL. The reaction mixture was stirred at room temperature under nitrogen overnight. The reaction was poured into water and extracted with ether three times and the combined organic phase was washed with water three times and dried over MgSO4. After solvent was removed, the product was obtained as light yellow liq... Starting materials: N1(CCNCC1)C(=O)OC(C)(C)C (tert-butyl piperazine-1-carboxylate), BrC1=CC=C2C=CNC2=C1 (6-bromo-1H-indole), C[Si]([N-][Si](C)(C)C)(C)C.[Li+] (lithium hexamethyldisilazide). Reagents/catalysts: C=1C=CC(=CC1)/C=C/C(=O)/C=C/C2=CC=CC=C2.C=1C=CC(=CC1)/C=C/C(=O)/C=C/C2=CC=CC=C2.C=1C=CC(=CC1)/C=C/C(=O)/C=C/C2=CC=CC=C2.[Pd].[Pd] (Pd2(dba)3), CC(C)C1=CC(=C(C(=C1)C(C)C)C2=C(C=CC=C2)P(C3CCCCC3)C4CCCCC4)C(C)C (X-Phos). Solvent: C1CCOC1 (THF). Run at temperature 65 celsius, time 24 hour. Yields the product N1C=CC2=CC=C(C=C12)N1CCN(CC1)C(=O)OC(C)(C)C (tert-butyl 4-(1H-indol-6-yl)piperazine-1-carboxylate). The yield is 43.5%. As a reaction SMILES: [N:1]1([C:7]([O:9][C:10]([CH3:13])([CH3:12])[CH3:11])=[O:8])[CH2:6][CH2:5][NH:4][CH2:3][CH2:2]1.Br[C:15]1[CH:23]=[C:22]2[C:18]([CH:19]=[CH:20][NH:21]2)=[CH:17][CH:16]=1.C[Si](C)(C)[N-][Si](C)(C)C.[Li+]>C1C=CC(/C=C/C(/C=C/C2C=CC=CC=2)=O)=CC=1.C1C=CC(/C=C/C(/C=C/C2C=CC=CC=2)=O)=CC=1.C1C=CC(/C=C/C(/C=C/C2C=CC=CC=2)=O)=CC=1.[Pd].[Pd].CC(C1C=C(C(C)C)C(C2C=CC=CC=2P(C2CCCCC2)C2CCCCC2)=C(C(C)C)C=1)C.C1COCC1>[NH:21]1[C:22]2[C:18](=[CH:17][CH:16]=[C:15]([N:4]3[CH2:5][CH2:6][N:1]([C:7]([O:9][C:10]([CH3:13])([CH3:12])[CH3:11])=[O:8])[CH2:2][CH2:3]3)[CH:23]=2)[CH:19]=[CH:20]1 |f:2.3,4.5.6.7.8|. Procedure: Pd2(dba)3 (30 mg, 0.026 mmol), tert-butyl piperazine-1-carboxylate (570 mg, 3.06 mmol), X-Phos (CAS Number: 564483-18-7, 40 mg, 0.077 mmol) and 6-bromo-1H-indole (500 mg, 2.55 mmol) were added to THF (2 mL) in a sealed reactor. After adding lithium hexamethyldisilazide (LHMDS; 1 M in THF, 5.61 mL, 5.6 mmol) at room temperature, the mixture solution was stirred at 65° C. for 24 hours in a sealed state. After cooling to room temperature, the reaction was terminated with saturated ammonium chloride... Yields the product [NH4+].[OH-] (NH4OH), FC=1C=CC2=C(NC=3SC(=CC3C(=N2)N2C[C@@H](NCC2)CCOC)C)C1 ((S)-6-Fluoro-10-[3-(2-methoxy-ethyl)-piperazin-1-yl]-2-methyl-4H-3-thia-4,9-diaza-benzo[f]azulene). Run in C(C)(C)O (isopropyl alcohol). Procedure: Stir 6-fluoro-2-methyl-10-methylsulfanyl-4H-3-thia-4,9-diaza-benzo[f]azulene (3.40 g, 12.2 mmol) and (S)-2-(2-methoxy-ethyl)-piperazine (2.20 g, 15.3 mmol) in isopropyl alcohol (20 mL) at ambient temperature under nitrogen for 20-30 minutes to dissolve. Heat to reflux (80-83° C.) for 3-4 days, and then allow cooling to ambient temperature. Concentrate the mixture under reduced pressure to give a residue. Purify the residue by flash chromatography, eluting with 90:10:1→80:20:1/EtOAc:MeOH:c. NH4OH... Reaction conditions: temperature 81.5 celsius. Reactants: FC=1C=CC2=C(NC=3SC(=CC3C(=N2)SC)C)C1 (6-fluoro-2-methyl-10-methylsulfanyl-4H-3-thia-4,9-diaza-benzo[f]azulene), COCC[C@@H]1NCCNC1 ((S)-2-(2-methoxy-ethyl)-piperazine). Reaction SMILES: [F:1][C:2]1[CH:3]=[CH:4][C:5]2[N:14]=[C:13](SC)[C:12]3[CH:11]=[C:10]([CH3:17])[S:9][C:8]=3[NH:7][C:6]=2[CH:18]=1.[CH3:19][O:20][CH2:21][CH2:22][C@H:23]1[CH2:28][NH:27][CH2:26][CH2:25][NH:24]1>C(O)(C)C>[NH4+:7].[OH-:20].[F:1][C:2]1[CH:3]=[CH:4][C:5]2[N:14]=[C:13]([N:27]3[CH2:26][CH2:25][NH:24][C@@H:23]([CH2:22][CH2:21][O:20][CH3:19])[CH2:28]3)[C:12]3[CH:11]=[C:10]([CH3:17])[S:9][C:8]=3[NH:7][C:6]=2[CH:18]=1 |f:3.4|. Yield: 177.7%. The reactants are C1(=CC=CC=C1)[C@@H](C)NCC(=O)OC (Methyl 2-{[(1R)-1-phenylethyl]amino}acetate), C1(=CC=CC=C1)[C@@H](C)NCC(=O)OC (Methyl 2-{[(1R)-1-phenylethyl]amino}acetate), [OH-].[K+] (KOH). Yields the product C1(=CC=CC=C1)[C@@H](C)NCC(=O)O (2-{[(1R)-1-Phenylethyl]amino}acetic acid). Yield: 91.1%. Reaction SMILES: [C:1]1([C@H:7]([NH:9][CH2:10][C:11]([O:13]C)=[O:12])[CH3:8])[CH:6]=[CH:5][CH:4]=[CH:3][CH:2]=1.[OH-].[K+]>>[C:1]1([C@H:7]([NH:9][CH2:10][C:11]([OH:13])=[O:12])[CH3:8])[CH:6]=[CH:5][CH:4]=[CH:3][CH:2]=1 |f:1.2|. Reported procedure: Methyl 2-{[(1R)-1-phenylethyl]amino}acetate (Intermediate 44, 587.0 g, 3.0 mol) was refluxed in aqueous KOH (3.36 g, 0.06 mol dissolved in 2.5 L water) overnight. The phases were then separated and the aqueous solution was washed with EtOAc (3×1 L). The combined organic solutions were concentrated in vacuo to give the title compound (490 g, 90%) as white solid; 1H NMR: 1.48 (3H, d), 2.89 (1H, d), 3.00 (1H, d), 4.20 (1H, m), 7.37-7.43 (5H, m). The solvent is C(C)O (ethanol). Starting materials: C(#N)C=1C=CC2=C(CCCN(C2)C(=O)OC(C)(C)C)C1 (1,1-Dimethylethyl 7-cyano-1,3,4,5-tetrahydro-2H-2-benzazepine-2-carboxylate), Cl.NO (hydroxylamine hydrochloride), C([O-])(O)=O.[Na+] (sodium bicarbonate), CCOCC (ether). Procedure: 1,1-Dimethylethyl 7-cyano-1,3,4,5-tetrahydro-2H-2-benzazepine-2-carboxylate (Preparation 4) (350 mg, 1.285 mmol), hydroxylamine hydrochloride (223 mg, 3.21 mmol) and sodium bicarbonate (540 mg, 6.43 mmol) were suspended in ethanol (15 ml) and stirred at 55° C. for 5 hours. The reaction mixture was left standing overnight. LC/MS showed a single major product. Inorganics were removed by filtration, washing well with 10% MeOH/DCM to dissolve any precipitated product. Solvent evaporation yielded a w... As a reaction SMILES: [C:1]([C:3]1[CH:4]=[CH:5][C:6]2[CH2:12][N:11]([C:13]([O:15][C:16]([CH3:19])([CH3:18])[CH3:17])=[O:14])[CH2:10][CH2:9][CH2:8][C:7]=2[CH:20]=1)#[N:2].Cl.[NH2:22][OH:23].C(=O)(O)[O-].[Na+].CCOCC>C(O)C>[OH:23][NH:22][C:1](=[NH:2])[C:3]1[CH:4]=[CH:5][C:6]2[CH2:12][N:11]([C:13]([O:15][C:16]([CH3:17])([CH3:18])[CH3:19])=[O:14])[CH2:10][CH2:9][CH2:8][C:7]=2[CH:20]=1 |f:1.2,3.4|. Reaction conditions: temperature 55 celsius, time 5 hour. Product: ONC(C=1C=CC2=C(CCCN(C2)C(=O)OC(C)(C)C)C1)=N (1,1-Dimethylethyl 7-[(hydroxyamino)(imino)methyl]-1,3,4,5-tetrahydro-2H-2-benzazepine-2-carboxylate). Isolated yield 81.5%.